From a dataset of the Open Reaction Database (ORD), a public repository of structured organic reaction records. describe an organic reaction: reactants, conditions, products, and yield Reactants: BrCC(=O)OCC (ethyl bromoacetate), FC1=CC=C(C=C1)NC(=O)C=1C(=NC(=NC1)S)N (4-amino-2-mercaptopyrimidine-5-carboxylic acid (4-fluorophenyl)amide), C(=O)([O-])[O-].[Na+].[Na+] (Na2CO3), CC#N.O (CH3CN H2O). Run in CC(=O)C (acetone), CC(=O)C (acetone). Conditions: time 2 hour. Yields the product C(C)OC(CSC1=NC=C(C(=N1)N)C(NC1=CC=C(C=C1)F)=O)=O ([4-Amino-5-(4-fluorophenylcarbamoyl)pyrimidin-2-ylsulfanyl]acetic acid ethyl ester). The yield is 76.3%. Reaction SMILES: Br[CH2:2][C:3]([O:5][CH2:6][CH3:7])=[O:4].[F:8][C:9]1[CH:14]=[CH:13][C:12]([NH:15][C:16]([C:18]2[C:19]([NH2:25])=[N:20][C:21]([SH:24])=[N:22][CH:23]=2)=[O:17])=[CH:11][CH:10]=1.C([O-])([O-])=O.[Na+].[Na+].CC#N.O>CC(C)=O>[CH2:6]([O:5][C:3](=[O:4])[CH2:2][S:24][C:21]1[N:20]=[C:19]([NH2:25])[C:18]([C:16](=[O:17])[NH:15][C:12]2[CH:13]=[CH:14][C:9]([F:8])=[CH:10][CH:11]=2)=[CH:23][N:22]=1)[CH3:7] |f:2.3.4,5.6|. Procedure details: A solution of ethyl bromoacetate (0.128 g, 0.76 mmol) in acetone (2 mL) was added to a suspension of 4-amino-2-mercaptopyrimidine-5-carboxylic acid (4-fluorophenyl)amide (0.10 g, 0.38 mmol) and Na2CO3 (80 mg, 0.76 mmol) in acetone (5 mL). After stirring at ambient temperature for 2 hours, the resulting suspension was filtered and the filtrate concentrated to afford a crude solid that was recrystallized in dichloromethane/hexanes, or alternatively CH3CN/H2O) to afford the titled compound as a whi... Reactants: [O-][Mn](=O)(=O)=O.[K+] (KMnO4), [OH-].[Na+] (NaOH), S(=O)(=O)(C1=CC=C(C)C=C1)OCCCCCOC1=NC2=C(N1C(=C)C)C=CC=C2 (2-(5-Tosyloxy-pentyloxy)-1-isopropenylbenzimidazole). Run in CC(C)(C)O (t-BuOH). Reaction conditions: time 1 hour. The product is S(=O)(=O)(C1=CC=C(C)C=C1)OCCCCCOC=1NC2=C(N1)C=CC=C2 (2-(5-Tosyloxy-pentyloxy)benzimidazole). Yield: 60.7%. RXN SMILES: [S:1]([O:11][CH2:12][CH2:13][CH2:14][CH2:15][CH2:16][O:17][C:18]1[N:22](C(C)=C)[C:21]2[CH:26]=[CH:27][CH:28]=[CH:29][C:20]=2[N:19]=1)([C:4]1[CH:10]=[CH:9][C:7]([CH3:8])=[CH:6][CH:5]=1)(=[O:3])=[O:2].[O-][Mn](=O)(=O)=O.[K+].[OH-].[Na+]>CC(O)(C)C>[S:1]([O:11][CH2:12][CH2:13][CH2:14][CH2:15][CH2:16][O:17][C:18]1[NH:22][C:21]2[CH:26]=[CH:27][CH:28]=[CH:29][C:20]=2[N:19]=1)([C:4]1[CH:10]=[CH:9][C:7]([CH3:8])=[CH:6][CH:5]=1)(=[O:2])=[O:3] |f:1.2,3.4|. Reported procedure: 0.62 g of the compound obtained in Example 14b was dissolved in 10 ml of t-BuOH, added dropwise slowly with a mixed solution (30 ml) of 1.92 g of KMnO4 and 50 ml of 0.1 N NaOH, and then the mixture was stirred for 1 hour. The reaction mixture was extracted three times with chloroform, and the organic layer was dried over sodium sulfate. The solvent was evaporated under reduced pressure, and the resulting residue was purified by silica gel column chromatography (ethyl acetate:hexane) to obtain 0.... Reactants: CNC1CCCCC1NC, CCOC(C)=O, Cc1ccccc1, [Cu]I, Fc1ccccc1I, [K+], [K+], [K+], O=P([O-])([O-])[O-], Nc1cccc2[nH]ncc12. The product is Nc1cccc2c1cnn2-c1ccccc1F. RXN SMILES: [CH3:19][NH:20][CH:21]1[CH2:22][CH2:23][CH2:24][CH2:25][CH:26]1[NH:27][CH3:28].[CH3:37][CH2:38][O:39][C:40]([CH3:41])=[O:42].[CH3:45][c:46]1[cH:47][cH:48][cH:49][cH:50][cH:51]1.[Cu:43][I:44].[F:29][c:30]1[c:31]([I:36])[cH:32][cH:33][cH:34][cH:35]1.[K+:16].[K+:17].[K+:18].[P:11]([O-:12])([O-:13])([O-:14])=[O:15].[nH:1]1[n:2][cH:3][c:4]2[c:5]([NH2:10])[cH:6][cH:7][cH:8][c:9]12>>[n:1]1(-[c:31]2[c:30]([F:29])[cH:35][cH:34][cH:33][cH:32]2)[n:2][cH:3][c:4]2[c:5]([NH2:10])[cH:6][cH:7][cH:8][c:9]12. Reactants: BrCc1ccccc1, ClCCl, O=C(O)CCOC1CCCCO1. Yields the product O=C(CCOC1CCCCO1)OCc1ccccc1. Reaction SMILES: [CH2:13]([c:14]1[cH:15][cH:16][cH:17][cH:18][cH:19]1)[Br:20].[Cl:21][CH2:22][Cl:23].[O:1]1[CH:2]([O:7][CH2:8][CH2:9][C:10](=[O:11])[OH:12])[CH2:3][CH2:4][CH2:5][CH2:6]1>>[O:1]1[CH:2]([O:7][CH2:8][CH2:9][C:10](=[O:11])[O:12][CH2:13][c:14]2[cH:15][cH:16][cH:17][cH:18][cH:19]2)[CH2:3][CH2:4][CH2:5][CH2:6]1. Starting materials: CC(C)(C)O, CC(C)(C)[O-], SCc1ccc(Cl)cc1, CC(C)OCCC=CCCl, [K+]. The product is CC(C)OCCC=CCSCc1ccc(Cl)cc1. As a reaction SMILES: [C:26]([OH:27])([CH3:28])([CH3:29])[CH3:30].[CH3:20][C:21]([CH3:22])([O-:23])[CH3:24].[Cl:11][c:12]1[cH:13][cH:14][c:15]([CH2:16][SH:17])[cH:18][cH:19]1.[Cl:1][CH2:2][CH:3]=[CH:4][CH2:5][CH2:6][O:7][CH:8]([CH3:9])[CH3:10].[K+:25]>>[CH2:2]([CH:3]=[CH:4][CH2:5][CH2:6][O:7][CH:8]([CH3:9])[CH3:10])[S:17][CH2:16][c:15]1[cH:14][cH:13][c:12]([Cl:11])[cH:19][cH:18]1. Reactants: COC(C1=CC(=CC(=C1)O)OC1=CC(=C(C=C1)S(=O)(=O)C)F)=O (3-(3-fluoro-4-methanesulfonylphenoxy)-5-hydroxy-benzoic acid methyl ester), FCC(CF)O (1,3-difluoro-2-propanol), NC1=NN(C=C1)C (3-amino-1-methyl-1H-pyrazole). Product: FCC(OC=1C=C(C=C(C(=O)NC2=NN(C=C2)C)C1)OC1=CC(=C(C=C1)S(=O)(=O)C)F)CF (5-(2-fluoro-1-fluoromethyl-ethoxy)-3-(3-fluoro-4-methanesulfonylphenoxy)-N-(1-methyl-1H-pyrazol-3-yl)benzamide). Reaction SMILES: CO[C:3](=[O:23])[C:4]1[CH:9]=[C:8]([OH:10])[CH:7]=[C:6]([O:11][C:12]2[CH:17]=[CH:16][C:15]([S:18]([CH3:21])(=[O:20])=[O:19])=[C:14]([F:22])[CH:13]=2)[CH:5]=1.[F:24][CH2:25][CH:26](O)[CH2:27][F:28].[NH2:30][C:31]1[CH:35]=[CH:34][N:33]([CH3:36])[N:32]=1>>[F:24][CH2:25][CH:26]([CH2:27][F:28])[O:10][C:8]1[CH:7]=[C:6]([O:11][C:12]2[CH:17]=[CH:16][C:15]([S:18]([CH3:21])(=[O:19])=[O:20])=[C:14]([F:22])[CH:13]=2)[CH:5]=[C:4]([CH:9]=1)[C:3]([NH:30][C:31]1[CH:35]=[CH:34][N:33]([CH3:36])[N:32]=1)=[O:23]. Procedure: The compound of Production Example 166 was obtained as a colorless amorphous substance using 3-(3-fluoro-4-methanesulfonylphenoxy)-5-hydroxy-benzoic acid methyl ester, 1,3-difluoro-2-propanol and 3-amino-1-methyl-1H-pyrazole obtained in the same manner as Production Example 42, by the same method as in Production Example 2, a corresponding method, or a combination thereof with an ordinary method. Starting materials: CC(C)(C)OC(=O)N1CCN(c2cccc(N)c2C#N)CC1, C1CCOC1, O=C(Cl)c1ccc(F)cc1. Product: CC(C)(C)OC(=O)N1CCN(c2cccc(NC(=O)c3ccc(F)cc3)c2C#N)CC1. Reaction SMILES: [C:1]([CH3:2])([CH3:3])([CH3:4])[O:5][C:6](=[O:7])[N:8]1[CH2:9][CH2:10][N:11]([c:14]2[c:15]([C:21]#[N:22])[c:16]([NH2:20])[cH:17][cH:18][cH:19]2)[CH2:12][CH2:13]1.[CH2:33]1[O:34][CH2:35][CH2:36][CH2:37]1.[F:23][c:24]1[cH:25][cH:26][c:27]([C:28](=[O:29])[Cl:30])[cH:31][cH:32]1>>[C:1]([CH3:2])([CH3:3])([CH3:4])[O:5][C:6](=[O:7])[N:8]1[CH2:9][CH2:10][N:11]([c:14]2[c:15]([C:21]#[N:22])[c:16]([NH:20][C:28]([c:27]3[cH:26][cH:25][c:24]([F:23])[cH:32][cH:31]3)=[O:29])[cH:17][cH:18][cH:19]2)[CH2:12][CH2:13]1. The reactants are O=C([O-])[O-], CN1CCCC1=O, Clc1ccncc1Cl, [Cs+], [Cs+], O, O=Cc1ccc[nH]1. Yields the product O=Cc1cccn1-c1ccncc1Cl. RXN SMILES: [C:16](=[O:17])([O-:18])[O-:19].[CH3:22][N:23]1[CH2:24][CH2:25][CH2:26][C:27]1=[O:28].[Cl:8][c:9]1[cH:10][n:11][cH:12][cH:13][c:14]1[Cl:15].[Cs+:20].[Cs+:21].[OH2:29].[nH:1]1[c:2]([CH:6]=[O:7])[cH:3][cH:4][cH:5]1>>[n:1]1(-[c:14]2[c:9]([Cl:8])[cH:10][n:11][cH:12][cH:13]2)[c:2]([CH:6]=[O:7])[cH:3][cH:4][cH:5]1.